This data is from the Open Reaction Database (ORD), a public repository of structured organic reaction records. The task is: describe an organic reaction: reactants, conditions, products, and yield Starting materials: NC=1C=C(C(=O)N)C=CC1OC (3-Amino-4-methoxy-benzamide), ClC1=NC=C(C(=N1)Cl)Cl (2,4,5-trichloro-pyrimidine). The solvent is O1CCCC1 (tetrahydrofuran). Run at time 8 hour. The product is ClC1=NC=C(C(=N1)NC=1C=C(C(=O)N)C=CC1OC)Cl (3-(2,5-dichloro-pyrimidin-4-ylamino)-4-methoxy-benzamide). Isolated yield 66.8%. RXN SMILES: [NH2:1][C:2]1[CH:3]=[C:4]([CH:8]=[CH:9][C:10]=1[O:11][CH3:12])[C:5]([NH2:7])=[O:6].[Cl:13][C:14]1[N:19]=[C:18](Cl)[C:17]([Cl:21])=[CH:16][N:15]=1>O1CCCC1>[Cl:13][C:14]1[N:19]=[C:18]([NH:1][C:2]2[CH:3]=[C:4]([CH:8]=[CH:9][C:10]=2[O:11][CH3:12])[C:5]([NH2:7])=[O:6])[C:17]([Cl:21])=[CH:16][N:15]=1. Reported procedure: 3-Amino-4-methoxy-benzamide (1.00 g, 0.00602 mol) in tetrahydrofuran (40 mL) was treated with 2,4,5-trichloro-pyrimidine (0.8278 mL, 0.007221 mol), and the reaction was stirred overnight at room temperature, then for 4 hours at 50° C. The mixture was partitioned between water and dichloromethane, and the aqueous phase was extracted twice with dichloromethane. The organics were dried (MgSO4) and concentrated, and the product was isolated by chromatography (Silica, MeOH/dichloromethane 0-3%), foll... Conditions: time 30 minute. Yields the product [N+](=O)([O-])C1=C(C(=C2C(CC(O2)(C)CN2CCN(CC2)C2=CC=C(C=C2)N2C=NC=C2)C1C)C)C (4-(±)-(5-nitro-2,4,6,7-tetramethyldihydrobenzofuran-2-ylmethyl)-1-(4-imidazol-1-ylphenyl)piperazine). The reagents and catalysts are C(C)(=O)O (acetic acid). Procedure details: 0.7 g of 1-(4-imidazol-1-ylphenyl)-piperazine and 0.7 g of 2,4,6,7-tetramethyl-5-nitrodihydrobenzofuran-2-aldehyde were dissolved in 20 ml of methylene chloride and 1 ml of acetic acid as a catalyst was added, followed by stirring at room temperature for 30 minutes. To the resulting reaction solution, 1.2 g of sodium triacetoxyborohydride was added, followed by stirring at room temperature for 30 minutes. After the completion of the reaction, the reaction solution was poured into water, neutrali... Solvent: O (water), C(Cl)Cl (methylene chloride). Reaction SMILES: [N:1]1([C:6]2[CH:11]=[CH:10][C:9]([N:12]3[CH2:17][CH2:16][NH:15][CH2:14][CH2:13]3)=[CH:8][CH:7]=2)[CH:5]=[CH:4][N:3]=[CH:2]1.[CH3:18][C:19]1([CH:34]=O)[CH2:23][CH:22]2[CH:24]([CH3:33])[C:25]([N+:30]([O-:32])=[O:31])=[C:26]([CH3:29])[C:27]([CH3:28])=[C:21]2[O:20]1.C(O[BH-](OC(=O)C)OC(=O)C)(=O)C.[Na+].C(=O)([O-])O.[Na+]>C(Cl)Cl.C(O)(=O)C.O>[N+:30]([C:25]1[CH:24]([CH3:33])[CH:22]2[CH2:23][C:19]([CH2:18][N:15]3[CH2:16][CH2:17][N:12]([C:9]4[CH:8]=[CH:7][C:6]([N:1]5[CH:5]=[CH:4][N:3]=[CH:2]5)=[CH:11][CH:10]=4)[CH2:13][CH2:14]3)([CH3:34])[O:20][C:21]2=[C:27]([CH3:28])[C:26]=1[CH3:29])([O-:32])=[O:31] |f:2.3,4.5|. Starting materials: C(C)(=O)O[BH-](OC(C)=O)OC(C)=O.[Na+] (sodium triacetoxyborohydride), C(O)([O-])=O.[Na+] (sodium hydrogen carbonate), N1(C=NC=C1)C1=CC=C(C=C1)N1CCNCC1 (1-(4-imidazol-1-ylphenyl)-piperazine), CC1(OC=2C(C1)C(C(=C(C2C)C)[N+](=O)[O-])C)C=O (2,4,6,7-tetramethyl-5-nitrodihydrobenzofuran-2-aldehyde). Yield: 100.7%.